Dataset: the Open Reaction Database (ORD), a public repository of structured organic reaction records. Task: describe an organic reaction: reactants, conditions, products, and yield The reactants are CC=1C=CC(=CC1)S(=O)(=O)O (p-Toluenesulfonate), C1(=CC=CC=C1)\C(=C/CCCCCO)\C=1C=NC=CC1 ((E)-7-phenyl-7-(3-pyridyl)-6-hepten-1-ol), O (water). Solvent: C[O-].[Na+] (sodium methoxide). Run at time 3 day. Product: COCCCCC\C=C(\C=1C=NC=CC1)/C1=CC=CC=C1 ((E)-1-methoxy-7-phenyl-7-(3-pyridyl)-6-heptene). Isolated yield 75.0%. RXN SMILES: [CH3:1]C1C=CC(S(O)(=O)=O)=CC=1.[C:12]1(/[C:18](/[C:26]2[CH:27]=[N:28][CH:29]=[CH:30][CH:31]=2)=[CH:19]\[CH2:20][CH2:21][CH2:22][CH2:23][CH2:24][OH:25])[CH:17]=[CH:16][CH:15]=[CH:14][CH:13]=1.O>C[O-].[Na+]>[CH3:1][O:25][CH2:24][CH2:23][CH2:22][CH2:21][CH2:20]/[CH:19]=[C:18](\[C:12]1[CH:13]=[CH:14][CH:15]=[CH:16][CH:17]=1)/[C:26]1[CH:27]=[N:28][CH:29]=[CH:30][CH:31]=1 |f:3.4|. Procedure details: p-Toluenesulfonate of (E)-7-phenyl-7-(3-pyridyl)-6-hepten-1-ol (0.2 g, 0.5 mmole) was dissolved in a methanolic solution (1 ml) of 28% sodium methoxide and the solution was allowed to stand at room temperature for 3 days. To the reaction mixture was added water (10 ml) and the product was extracted twice with ethyl acetate. The organic layer was washed with water, dried and concentrated under reduced pressure. The residue was then subjected to silica gel column chromatography using isopropyl eth... Reaction conditions: temperature 40 celsius, time 2 hour. Isolated yield 99.3%. The reagents and catalysts are CN(C1=CC=NC=C1)C (4-(dimethylamino)-pyridine). Reactants: C(C)(=O)OC(C)=O (acetic anhydride), C1(=CC=CC=C1)C1SC[C@@H]2N1C(N(C2O)CC2=CC=CC=C2)=O ((7RS,7aR)-3-phenyl-6-benzyl-7,7a-dihydro-7-hydroxy-1H,3H-imidazo[1,5-c]-thiazol-5(6H)-one). Solvent: C1(=CC=CC=C1)C (toluene). Procedure: 33.69 g (0.33 mol) of acetic anhydride and 366.5 mg (3 mmol) of 4-(dimethylamino)-pyridine are added to a solution of 97.92 g (0.3 mol) of (7RS,7aR)-3-phenyl-6-benzyl-7,7a-dihydro-7-hydroxy-1H,3H-imidazo[1,5-c]-thiazol-5(6H)-one in 900 ml of toluene, and the solution is stirred for 2 hours at 40° C. After cooling to room temperature the solution is washed with 180 ml of water, with 180 ml of a saturated sodium bicarbonate solution and the solvent is distilled off. 109.8 g of (7RS,7aR)-3-phenyl-6... Yields the product C1(=CC=CC=C1)C1SC[C@@H]2N1C(N(C2OC(C)=O)CC2=CC=CC=C2)=O ((7RS,7aR)-3-phenyl-6-benzyl-7,7a-dihydro-7-acetoxy-1H,3H-imidazo[1,5-c]thiazol-5(6H)-one). Reaction SMILES: [C:1]([O:4][C:5](=O)[CH3:6])(=[O:3])[CH3:2].[C:8]1([CH:14]2[N:18]3[C:19](=[O:30])[N:20]([CH2:23][C:24]4[CH:29]=[CH:28][CH:27]=[CH:26][CH:25]=4)C(O)[C@@H]3[CH2:16][S:15]2)[CH:13]=[CH:12][CH:11]=[CH:10][CH:9]=1>CN(C)C1C=CN=CC=1.C1(C)C=CC=CC=1>[C:8]1([CH:14]2[N:18]3[C:19](=[O:30])[N:20]([CH2:23][C:24]4[CH:25]=[CH:26][CH:27]=[CH:28][CH:29]=4)[CH:5]([O:4][C:1](=[O:3])[CH3:2])[C@@H:6]3[CH2:16][S:15]2)[CH:9]=[CH:10][CH:11]=[CH:12][CH:13]=1. Reactants: CO, O=C(Nc1nccs1)Oc1ccc([N+](=O)[O-])cc1, NN, O. Product: NNC(=O)Nc1nccs1. RXN SMILES: [CH3:22][OH:23].[N+:1]([c:2]1[cH:3][cH:4][c:5]([O:8][C:9](=[O:6])[NH:11][c:12]2[s:13][cH:14][cH:15][n:16]2)[cH:7][cH:10]1)([O-:17])=[O:18].[NH2:20][NH2:21].[OH2:19]>>[O:8]=[C:9]([NH:11][c:12]1[s:13][cH:14][cH:15][n:16]1)[NH:20][NH2:21]. The reactants are [Li]CCCC, CCCCCC, COC1=CCc2ccccc21. Product: [Li]C1C=C(OC)c2ccccc21. As a reaction SMILES: [CH3:12][CH2:13][CH2:14][CH2:15][Li:16].[CH3:17][CH2:18][CH2:19][CH2:20][CH2:21][CH3:22].[CH3:1][O:2][C:3]1=[CH:4][CH2:5][c:6]2[cH:7][cH:8][cH:9][cH:10][c:11]21>>[CH3:1][O:2][C:3]1=[CH:4][CH:5]([Li:16])[c:6]2[cH:7][cH:8][cH:9][cH:10][c:11]21. Starting materials: CC(C)(C)[Si](C)(C)OCCOc1ccc(Br)c(F)c1, CN(C)C=O, CC(=O)O, CC(C)[N-]C(C)C, [Li+], C1CCOC1, O. RXN SMILES: [Br:1][c:2]1[c:3]([F:19])[cH:4][c:5]([O:6][CH2:7][CH2:8][O:9][Si:10]([CH3:11])([CH3:12])[C:13]([CH3:14])([CH3:15])[CH3:16])[cH:17][cH:18]1.[CH3:28][N:29]([CH:30]=[O:31])[CH3:32].[CH3:33][C:34](=[O:35])[OH:36].[CH:20]([N-:21][CH:22]([CH3:23])[CH3:24])([CH3:25])[CH3:26].[Li+:27].[O:37]1[CH2:38][CH2:39][CH2:40][CH2:41]1.[OH2:42]>>[Br:1][c:2]1[c:3]([F:19])[c:4]([CH:30]=[O:31])[c:5]([O:6][CH2:7][CH2:8][O:9][Si:10]([CH3:11])([CH3:12])[C:13]([CH3:14])([CH3:15])[CH3:16])[cH:17][cH:18]1. Yields the product CC(C)(C)[Si](C)(C)OCCOc1ccc(Br)c(F)c1C=O. The reactants are CC=1N=C(SC1)C=1C(NC(N(C1)CCC=O)=O)=O (3-[5-(4-methyl-1,3-thiazol-2-yl)-2,4-dioxo-3,4-dihydro-1(2H)-pyrimidinyl]propanal), C(C)(=O)O[BH-](OC(C)=O)OC(C)=O.[Na+] (SODIUM TRIACETOXYBOROHYDRIDE), C(C)(=O)O (Acetic acid), FC(C1=CC=C(C=C1)[C@]12CNC[C@@H]2C1)(F)F ((1S,5R)-1-[4-(trifluoromethyl)phenyl]-3-azabicyclo[3.1.0]hexane), C(=O)(O)[O-].[Na+] (NaHCO3), saturated solution. Solvent: C(C)#N (Acetonitrile), ClCCCl (1,2-Dichloroethane). Run at time 20 minute. Yields the product CC=1N=C(SC1)C=1C(NC(N(C1)CCCN1C[C@]2(C[C@H]2C1)C1=CC=C(C=C1)C(F)(F)F)=O)=O (5-(4-methyl-1,3-thiazol-2-yl)-1-(3-{(1S,5R)-1-[4-(trifluoromethyl)phenyl]-3-azabicyclo[3.1.0]hex-3-yl}propyl)-2,4(1H,3H)-pyrimidinedione). Yield: 13.1%. As a reaction SMILES: [CH3:1][C:2]1[N:3]=[C:4]([C:7]2[C:8](=[O:18])[NH:9][C:10](=[O:17])[N:11]([CH2:13][CH2:14][CH:15]=O)[CH:12]=2)[S:5][CH:6]=1.C(O)(=O)C.[F:23][C:24]([F:38])([F:37])[C:25]1[CH:30]=[CH:29][C:28]([C@:31]23[CH2:36][C@H:35]2[CH2:34][NH:33][CH2:32]3)=[CH:27][CH:26]=1.C(O[BH-](OC(=O)C)OC(=O)C)(=O)C.[Na+].C([O-])(O)=O.[Na+]>ClCCCl.C(#N)C>[CH3:1][C:2]1[N:3]=[C:4]([C:7]2[C:8](=[O:18])[NH:9][C:10](=[O:17])[N:11]([CH2:13][CH2:14][CH2:15][N:33]3[CH2:34][C@H:35]4[C@:31]([C:28]5[CH:27]=[CH:26][C:25]([C:24]([F:23])([F:38])[F:37])=[CH:30][CH:29]=5)([CH2:36]4)[CH2:32]3)[CH:12]=2)[S:5][CH:6]=1 |f:3.4,5.6|. Reported procedure: 3-[5-(4-methyl-1,3-thiazol-2-yl)-2,4-dioxo-3,4-dihydro-1(2H)-pyrimidinyl]propanal (Prep.45, 0.109 mmol) was suspended in 1,2-Dichloroethane (DCE) (1 ml) and Acetonitrile (1 ml). Acetic acid (9.36 μl, 0.164 mmol) followed by (1S,5R)-1-[4-(trifluoromethyl)phenyl]-3-azabicyclo[3.1.0]hexane (P4 24.77 mg, 0.109 mmol) were added and the mixture was stirred at rt for 20 minutes. Then the resulting solution was cooled to 0° C. and SODIUM TRIACETOXYBOROHYDRIDE (25.4 mg, 0.120 mmol) was added. The mixture... The reactants are C(CCCCCCCCCCC)OS(=O)(=O)C1=CC=CC=C1 (dodecylbenzenesulfonate), N(CCO)(CCO)CCO (Triethanolamine). Yields the product N(CCO)(CCO)CCO.C(CCCCCCCCCCC)OS(=O)(=O)C1=CC=CC=C1 (dodecylbenzenesulfonate triethanolamine). As a reaction SMILES: [CH2:1]([O:13][S:14]([C:17]1[CH:22]=[CH:21][CH:20]=[CH:19][CH:18]=1)(=[O:16])=[O:15])[CH2:2][CH2:3][CH2:4][CH2:5][CH2:6][CH2:7][CH2:8][CH2:9][CH2:10][CH2:11][CH3:12].[N:23]([CH2:30][CH2:31][OH:32])([CH2:27][CH2:28][OH:29])[CH2:24][CH2:25][OH:26]>>[N:23]([CH2:30][CH2:31][OH:32])([CH2:27][CH2:28][OH:29])[CH2:24][CH2:25][OH:26].[CH2:1]([O:13][S:14]([C:17]1[CH:22]=[CH:21][CH:20]=[CH:19][CH:18]=1)(=[O:16])=[O:15])[CH2:2][CH2:3][CH2:4][CH2:5][CH2:6][CH2:7][CH2:8][CH2:9][CH2:10][CH2:11][CH3:12] |f:2.3|. Procedure details: 1200 g of linear dodecylbenzenesulfonate was heated (50 to 60° C.) while being stirred. Triethanolamine was added dropwise while keeping the temperature constant (50 to 60° C.) until the pH of the system increased to approximately 6 to obtain a linear dodecylbenzenesulfonate triethanolamine salt. Reactants: Cc1ccccc1OCc1ccccc1CC#N, CC(C)=O, Cl, [K+], CCCCON=O, [OH-]. Yields the product Cc1ccccc1OCc1ccccc1C(C#N)=NO. Reaction SMILES: [CH3:10][c:11]1[c:12]([O:13][CH2:14][c:15]2[c:16]([CH2:17][C:18]#[N:19])[cH:20][cH:21][cH:22][cH:23]2)[cH:24][cH:25][cH:26][cH:27]1.[CH3:29][C:30](=[O:31])[CH3:32].[ClH:28].[K+:2].[N:3](=[O:4])[O:5][CH2:6][CH2:7][CH2:8][CH3:9].[OH-:1]>>[N:3]([OH:4])=[C:17]([c:16]1[c:15]([CH2:14][O:13][c:12]2[c:11]([CH3:10])[cH:27][cH:26][cH:25][cH:24]2)[cH:23][cH:22][cH:21][cH:20]1)[C:18]#[N:19]. The reactants are NC=1C=C(C=CC1)CS(=O)(=O)N ((3-amino-phenyl)-methanesulfonamide), ClC1=NC=NC(=C1)C1=C(C=CC=C1)OCC1OCCC1 (4-chloro-6-[2-(tetrahydro-furan-2-ylmethoxy)-phenyl]-pyrimidine). Run in CN(C)C=O (DMF). Reaction conditions: temperature 85 celsius. The product is O1C(CCC1)COC1=C(C=CC=C1)C1=CC(=NC=N1)NC=1C=C(C=CC1)CS(=O)(=O)N ((3-{6-[2-(tetrahydro-furan-2-ylmethoxy)-phenyl]-pyrimidin-4-ylamino}-phenyl)-methanesulfonamide). Reaction SMILES: [NH2:1][C:2]1[CH:3]=[C:4]([CH2:8][S:9]([NH2:12])(=[O:11])=[O:10])[CH:5]=[CH:6][CH:7]=1.Cl[C:14]1[CH:19]=[C:18]([C:20]2[CH:25]=[CH:24][CH:23]=[CH:22][C:21]=2[O:26][CH2:27][CH:28]2[CH2:32][CH2:31][CH2:30][O:29]2)[N:17]=[CH:16][N:15]=1>CN(C=O)C>[O:29]1[CH2:30][CH2:31][CH2:32][CH:28]1[CH2:27][O:26][C:21]1[CH:22]=[CH:23][CH:24]=[CH:25][C:20]=1[C:18]1[N:17]=[CH:16][N:15]=[C:14]([NH:1][C:2]2[CH:3]=[C:4]([CH2:8][S:9]([NH2:12])(=[O:10])=[O:11])[CH:5]=[CH:6][CH:7]=2)[CH:19]=1. Procedure details: A mixture of (3-amino-phenyl)-methanesulfonamide (0.18 g, 0.62 mmol) and 4-chloro-6-[2-(tetrahydro-furan-2-ylmethoxy)-phenyl]-pyrimidine (0.115 g, 0.62 mmol) in DMF (3 mL) was stirred at 80-90° C. till the reaction completion (TLC control), then evaporated in vacuo. The resulting residue was purified by column chromatography on silica gel yielding (3-{6-[2-(tetrahydro-furan-2-ylmethoxy)-phenyl]-pyrimidin-4-ylamino}-phenyl)-methanesulfonamide (Compound 82) as white solid. Reactants: C([O-])([O-])=O.[Na+].[Na+] (sodium carbonate), C(C)[C@@H]1C(N(C=2C=NC(=NC2N1C(C)C)NC=1C=CC(=C2CCOC21)C(=O)O)C)=O (7-[[(7R)-7-ethyl-8-isopropyl-5-methyl-6-oxo-7H-pteridin-2-yl]amino]-2,3-dihydrobenzofuran-4-carboxylic acid), F[B-](F)(F)F.N1(N=NC2=C1C=CC=C2)OC(=[N+](C)C)N(C)C (O-(benzotriazol-1-yl)-N,N,N′,N′-tetra methyluronium tetrafluoroborate), C(C)(C)N(CC)C(C)C (diisopropylethylamine), NC[C@H](CN1CCN(CC1)C)O ((2R)-1-amino-3-(4-methylpiperazin-1-yl)propan-2-ol). Run in ClCCl (dichloromethane). Reaction conditions: time 2 hour. Yields the product C(C)[C@@H]1C(N(C=2C=NC(=NC2N1C(C)C)NC=1C=CC(=C2CCOC21)C(=O)NC[C@H](CN2CCN(CC2)C)O)C)=O (7-[[(7R)-7-ethyl-8-isopropyl-5-methyl-6-oxo-7H-pteridin-2-yl]amino]-N-[(2R)-2-hydroxy-3-(4-methylpiperazin-1-yl)propyl]-2,3-dihydrobenzofuran-4-carboxamide). Yield: 38.2%. Reaction SMILES: [CH2:1]([C@H:3]1[N:12]([CH:13]([CH3:15])[CH3:14])[C:11]2[N:10]=[C:9]([NH:16][C:17]3[CH:18]=[CH:19][C:20]([C:26](O)=[O:27])=[C:21]4[C:25]=3[O:24][CH2:23][CH2:22]4)[N:8]=[CH:7][C:6]=2[N:5]([CH3:29])[C:4]1=[O:30])[CH3:2].F[B-](F)(F)F.N1(OC(N(C)C)=[N+](C)C)C2C=CC=CC=2N=N1.C(N(C(C)C)CC)(C)C.[NH2:62][CH2:63][C@@H:64]([OH:73])[CH2:65][N:66]1[CH2:71][CH2:70][N:69]([CH3:72])[CH2:68][CH2:67]1.C(=O)([O-])[O-].[Na+].[Na+]>ClCCl>[CH2:1]([C@H:3]1[N:12]([CH:13]([CH3:14])[CH3:15])[C:11]2[N:10]=[C:9]([NH:16][C:17]3[CH:18]=[CH:19][C:20]([C:26]([NH:62][CH2:63][C@@H:64]([OH:73])[CH2:65][N:66]4[CH2:67][CH2:68][N:69]([CH3:72])[CH2:70][CH2:71]4)=[O:27])=[C:21]4[C:25]=3[O:24][CH2:23][CH2:22]4)[N:8]=[CH:7][C:6]=2[N:5]([CH3:29])[C:4]1=[O:30])[CH3:2] |f:1.2,5.6.7|. Reported procedure: 7-[[(7R)-7-Ethyl-8-isopropyl-5-methyl-6-oxo-7H-pteridin-2-yl]amino]-2,3-dihydrobenzofuran-4-carboxylic acid 22f (150 mg, 0.36 mmol) and O-(benzotriazol-1-yl)-N,N,N′,N′-tetra methyluronium tetrafluoroborate (117 mg, 0.36 mmol) were dissolved in 30 mL of anhydrous dichloromethane followed by the addition of diisopropylethylamine (0.1 mL, 0.80 mmol) and (2R)-1-amino-3-(4-methylpiperazin-1-yl)propan-2-ol 20e (63 mg, 0.36 mmol) successively. The reaction solution was stirred for 2 hours. The resultin...